From a dataset of the Open Reaction Database (ORD), a public repository of structured organic reaction records. describe an organic reaction: reactants, conditions, products, and yield Starting materials: O=C([O-])[O-], C=CCc1cc(OCC)c2c(c1O)S(=O)(=O)N(Cc1ccccc1)C2=O, CI, CC(C)=O, [K+], [K+]. Yields the product C=CCc1cc(OCC)c2c(c1OC)S(=O)(=O)N(Cc1ccccc1)C2=O. Reaction SMILES: [C:27](=[O:28])([O-:29])[O-:30].[CH2:1]([c:2]1[cH:3][cH:4][cH:5][cH:6][cH:7]1)[N:8]1[S:9](=[O:10])(=[O:11])[c:12]2[c:13]([OH:26])[c:14]([CH2:23][CH:24]=[CH2:25])[cH:15][c:16]([O:20][CH2:21][CH3:22])[c:17]2[C:18]1=[O:19].[CH3:33][I:34].[CH3:35][C:36](=[O:37])[CH3:38].[K+:31].[K+:32]>>[CH2:1]([c:2]1[cH:3][cH:4][cH:5][cH:6][cH:7]1)[N:8]1[S:9](=[O:10])(=[O:11])[c:12]2[c:13]([O:26][CH3:27])[c:14]([CH2:23][CH:24]=[CH2:25])[cH:15][c:16]([O:20][CH2:21][CH3:22])[c:17]2[C:18]1=[O:19].